This data is from the Open Reaction Database (ORD), a public repository of structured organic reaction records. The task is: describe an organic reaction: reactants, conditions, products, and yield Starting materials: CCC(C)=O, CC(C)(CC(O)(Cc1cc2cc(S(C)(=O)=O)ncc2[nH]1)C(F)(F)F)c1ccc(F)cc1C(N)=O, O=P(O)(O)O. Product: CC(C)(CC(O)(Cc1cc2cc(S(C)(=O)=O)ncc2[nH]1)C(F)(F)F)c1ccc(F)cc1C(N)=O, O=P(O)(O)O. As a reaction SMILES: [CH3:40][C:41](=[O:42])[CH2:43][CH3:44].[F:1][c:2]1[cH:3][cH:4][c:5]([C:11]([CH2:12][C:13]([C:14]([F:15])([F:16])[F:17])([CH2:18][c:19]2[cH:20][c:21]3[c:22]([cH:23][n:24][c:25]([S:27](=[O:28])(=[O:29])[CH3:30])[cH:26]3)[nH:31]2)[OH:32])([CH3:33])[CH3:34])[c:6]([C:7](=[O:8])[NH2:9])[cH:10]1.[P:35]([OH:36])([OH:37])([OH:38])=[O:39]>>[F:1][c:2]1[cH:3][cH:4][c:5]([C:11]([CH2:12][C:13]([C:14]([F:15])([F:16])[F:17])([CH2:18][c:19]2[cH:20][c:21]3[c:22]([cH:23][n:24][c:25]([S:27](=[O:28])(=[O:29])[CH3:30])[cH:26]3)[nH:31]2)[OH:32])([CH3:33])[CH3:34])[c:6]([C:7](=[O:8])[NH2:9])[cH:10]1.[P:35](=[O:36])([OH:37])([OH:38])[OH:39]. Starting materials: ClC(Cl)Cl, CC(OS(C)(=O)=O)c1cnc(F)cc1I, [N-]=[N+]=[N-], [Na+], CN(C)C=O. Yields the product CC(N=[N+]=[N-])c1cnc(F)cc1I. As a reaction SMILES: [CH:25]([Cl:26])([Cl:27])[Cl:28].[F:5][c:6]1[cH:7][c:8]([I:19])[c:9]([CH:12]([CH3:13])[O:14][S:15]([CH3:16])(=[O:17])=[O:18])[cH:10][n:11]1.[N-:2]=[N+:3]=[N-:4].[Na+:1].[O:20]=[CH:21][N:22]([CH3:23])[CH3:24]>>[N:2](=[N+:3]=[N-:4])[CH:12]([c:9]1[c:8]([I:19])[cH:7][c:6]([F:5])[n:11][cH:10]1)[CH3:13]. Starting materials: [Ba+2], COCc1cc(OC)c(OB(O)O)c(OC)c1, CCOC(C)=O, COCCOC, CSc1nn2c(I)cccc2c1N(CC1CCOCC1)CC1CC1, [OH-], [OH-], O, O, O, O, O, O, O, O, O, c1ccc(P(c2ccccc2)(c2ccccc2)[Pd](P(c2ccccc2)(c2ccccc2)c2ccccc2)(P(c2ccccc2)(c2ccccc2)c2ccccc2)P(c2ccccc2)(c2ccccc2)c2ccccc2)cc1. The product is COCc1cc(OC)c(-c2cccc3c(N(CC4CCOCC4)CC4CC4)c(SC)nn23)c(OC)c1. As a reaction SMILES: [Ba+2:51].[CH3:25][O:26][c:27]1[c:28]([O:38][B:39]([OH:40])[OH:41])[c:29]([O:36][CH3:37])[cH:30][c:31]([CH2:33][O:34][CH3:35])[cH:32]1.[CH3:53][CH2:54][O:55][C:56](=[O:57])[CH3:58].[CH3:59][O:60][CH2:61][CH2:62][O:63][CH3:64].[CH:1]1([CH2:4][N:5]([CH2:6][CH:7]2[CH2:8][CH2:9][O:10][CH2:11][CH2:12]2)[c:13]2[c:14]([S:23][CH3:24])[n:15][n:16]3[c:17]2[cH:18][cH:19][cH:20][c:21]3[I:22])[CH2:2][CH2:3]1.[OH-:50].[OH-:52].[OH2:42].[OH2:43].[OH2:44].[OH2:45].[OH2:46].[OH2:47].[OH2:48].[OH2:49].[OH2:65].[cH:66]1[cH:67][cH:68][c:69]([P:70]([Pd:71]([P:72]([c:73]2[cH:74][cH:75][cH:76][cH:77][cH:78]2)([c:79]2[cH:80][cH:81][cH:82][cH:83][cH:84]2)[c:85]2[cH:86][cH:87][cH:88][cH:89][cH:90]2)([P:91]([c:92]2[cH:93][cH:94][cH:95][cH:96][cH:97]2)([c:98]2[cH:99][cH:100][cH:101][cH:102][cH:103]2)[c:104]2[cH:105][cH:106][cH:107][cH:108][cH:109]2)[P:110]([c:111]2[cH:112][cH:113][cH:114][cH:115][cH:116]2)([c:117]2[cH:118][cH:119][cH:120][cH:121][cH:122]2)[c:123]2[cH:124][cH:125][cH:126][cH:127][cH:128]2)([c:129]2[cH:130][cH:131][cH:132][cH:133][cH:134]2)[c:135]2[cH:136][cH:137][cH:138][cH:139][cH:140]2)[cH:141][cH:142]1>>[CH:1]1([CH2:4][N:5]([CH2:6][CH:7]2[CH2:8][CH2:9][O:10][CH2:11][CH2:12]2)[c:13]2[c:14]([S:23][CH3:24])[n:15][n:16]3[c:17]2[cH:18][cH:19][cH:20][c:21]3-[c:28]2[c:27]([O:26][CH3:25])[cH:32][c:31]([CH2:33][O:34][CH3:35])[cH:30][c:29]2[O:36][CH3:37])[CH2:2][CH2:3]1. Reactants: O=C([O-])O, ClCCl, CC(NC(=O)OC(C)(C)C)C(O)CN, CC(NC(=O)OC(C)(C)C)C(O)CN, [Na+], O, O=S(=O)(Cl)c1ccccn1. The product is CC(NC(=O)OC(C)(C)C)C(O)CNS(=O)(=O)c1ccccn1. RXN SMILES: [C:29](=[O:30])([OH:31])[O-:32].[Cl:44][CH2:45][Cl:46].[NH2:15][CH2:16][CH:17]([OH:18])[CH:19]([NH:20][C:21](=[O:22])[O:23][C:24]([CH3:25])([CH3:26])[CH3:27])[CH3:28].[NH2:1][CH2:2][CH:3]([CH:4]([CH3:5])[NH:6][C:7]([O:8][C:9]([CH3:10])([CH3:11])[CH3:12])=[O:13])[OH:14].[Na+:33].[OH2:47].[n:34]1[c:35]([S:40](=[O:41])(=[O:42])[Cl:43])[cH:36][cH:37][cH:38][cH:39]1>>[NH:1]([CH2:2][CH:3]([CH:4]([CH3:5])[NH:6][C:7]([O:8][C:9]([CH3:10])([CH3:11])[CH3:12])=[O:13])[OH:14])[S:40]([c:35]1[n:34][cH:39][cH:38][cH:37][cH:36]1)(=[O:41])=[O:42]. Solvent: C(Cl)(Cl)Cl (chloroform), C(C)O (ethanol). Procedure: In a manner similar to Sosnovsky et al. (Synthesis, p 722, (1979)), the reaction of 3.0 grams (0.014 mole) of -(2-fluoroethoxy)-3-nitrobenzaldehyde (prepared by the method of Example 1 from 4-hydroxy-3-nitrobenzaldehyde), 1.1 gram (0.015 mole) of hydroxylamine hydrochloride, and 1.2 ml (0.014 mole) of pyridine (dissolved in 10 ml of chloroform) in 50 ml of chloroform and ethanol (70/30 mixture) followed by treatment with 1.6 gram (0.014 mole) of selenium dioxide yielded 2.3 grams of 4-cyano-2-ni... The reactants are FCCOC1=C(C=O)C=CC=C1[N+](=O)[O-] ((2-fluoroethoxy)-3-nitrobenzaldehyde), [Se](=O)=O (selenium dioxide), OC1=C(C=C(C=O)C=C1)[N+](=O)[O-] (4-hydroxy-3-nitrobenzaldehyde), Cl.NO (hydroxylamine hydrochloride), N1=CC=CC=C1 (pyridine). Yields the product FCCOC1=C(C=C(C=C1)C#N)[N+](=O)[O-] (4-cyano-2-nitrophenyl 2-fluoroethyl ether). RXN SMILES: [F:1][CH2:2][CH2:3][O:4][C:5]1[C:12]([N+:13]([O-:15])=[O:14])=[CH:11][CH:10]=[CH:9][C:6]=1C=O.OC1C=CC(C=O)=C[C:18]=1[N+:25]([O-])=O.Cl.NO.N1C=CC=CC=1.[Se](=O)=O>C(Cl)(Cl)Cl.C(O)C>[F:1][CH2:2][CH2:3][O:4][C:5]1[CH:6]=[CH:9][C:10]([C:18]#[N:25])=[CH:11][C:12]=1[N+:13]([O-:15])=[O:14] |f:2.3|. The reactants are C(C=C)SC(C1=CC=CC=C1)(C1=CC=CC=C1)C1=CC=CC=C1 (allyl tritylsulfide), C(C)(C)(C)O (t-butanol), CC(C)([O-])C (tert. -butoxide). The solvent is O1CCCC1 (tetrahydrofuran). Product: C(=C\C)/C1(C(C2=CC=CC=C2)(C2=CC=CC=C2)SC(C2(CC=CC=C2)\C=C\C)(C2=CC=CC=C2)C2=CC=CC=C2)CC=CC=C1 (trans 1-propenyl tritylsulfide). RXN SMILES: [CH2:1]([S:4][C:5]([C:18]1[CH:23]=[CH:22][CH:21]=[CH:20][CH:19]=1)([C:12]1[CH:17]=[CH:16][CH:15]=[CH:14][CH:13]=1)[C:6]1[CH:11]=[CH:10][CH:9]=[CH:8][CH:7]=1)[CH:2]=[CH2:3].[C:24](O)([CH3:27])([CH3:26])C.C[C:30]([CH3:33])([O-])[CH3:31]>O1CCCC1>[CH:19](/[C:12]1([CH:13]=[CH:14][CH:15]=[CH:16][CH2:17]1)[C:5]([S:4][C:1]([C:26]1[CH:24]=[CH:27][CH:12]=[CH:5][CH:6]=1)([C:31]1[CH:30]=[CH:33][CH:3]=[CH:2][CH:1]=1)[C:2]1(/[CH:13]=[CH:14]/[CH3:15])[CH:7]=[CH:8][CH:9]=[CH:10][CH2:3]1)([C:18]1[CH:23]=[CH:22][CH:21]=[CH:20][CH:19]=1)[C:6]1[CH:11]=[CH:10][CH:9]=[CH:8][CH:7]=1)=[CH:18]\[CH3:23]. Procedure details: Then, 12.64 g of allyl tritylsulfide was dissolved in a solvent mixture consisting of 130 ml of t-butanol and 70 ml of tetrahydrofuran, and 9.0 g of pottasium tert. -butoxide was added to the resulting solution at room temperature with stirring, and the mixture was further stirred for 15 hours. The solvents were removed from the reaction mixture at a temperature of below 40° C. by distillation under reduced pressure, and then 200 ml of water and 400 ml of benzene were added to the residue to ext...